Dataset: the Open Reaction Database (ORD), a public repository of structured organic reaction records. Task: describe an organic reaction: reactants, conditions, products, and yield Starting materials: O=C([O-])[O-], COc1ccc(CCl)cc1, [K+], [K+], CN(C)C=O, O, O=Cc1ccc(O)cc1. Yields the product COc1ccc(COc2ccc(C=O)cc2)cc1. RXN SMILES: [C:25](=[O:26])([O-:27])[O-:28].[CH3:15][O:16][c:17]1[cH:18][cH:19][c:20]([CH2:21][Cl:22])[cH:23][cH:24]1.[K+:29].[K+:30].[O:10]=[CH:11][N:12]([CH3:13])[CH3:14].[OH2:31].[OH:1][c:2]1[cH:3][cH:4][c:5]([CH:6]=[O:7])[cH:8][cH:9]1>>[O:1]([c:2]1[cH:3][cH:4][c:5]([CH:6]=[O:7])[cH:8][cH:9]1)[CH2:21][c:20]1[cH:19][cH:18][c:17]([O:16][CH3:15])[cH:24][cH:23]1. Starting materials: CCOc1cc(C2COCCC2NC(C)c2ccccc2)ccc1OC, CO, Cl, [H][H]. The product is CCOc1cc(C2COCCC2N)ccc1OC. As a reaction SMILES: [CH2:4]([CH3:5])[O:6][c:7]1[cH:8][c:9]([CH:15]2[CH2:16][O:17][CH2:18][CH2:19][CH:20]2[NH:21][CH:22]([c:23]2[cH:24][cH:25][cH:26][cH:27][cH:28]2)[CH3:29])[cH:10][cH:11][c:12]1[O:13][CH3:14].[CH3:30][OH:31].[ClH:1].[H:2][H:3]>>[CH2:4]([CH3:5])[O:6][c:7]1[cH:8][c:9]([CH:15]2[CH2:16][O:17][CH2:18][CH2:19][CH:20]2[NH2:21])[cH:10][cH:11][c:12]1[O:13][CH3:14]. Starting materials: ClC1=C(N)C(=CC=C1)C (2-chloro-6-methylaniline), ClC1=CC(OC2=C(C(=CC=C12)OC)OC1CCCC1)=O (4-chloro-8-(cyclopentyloxy)-7-methoxy-2H-chromen-2-one). Product: ClC1=C(C(=CC=C1)C)NC1=CC(OC2=C(C(=CC=C12)OC)OC1CCCC1)=O (4-(2-Chloro-6-methylphenylamino)-8-(cyclopentyloxy)-7-methoxy-2H-chromen-2-one). Reaction SMILES: [Cl:1][C:2]1[CH:8]=[CH:7][CH:6]=[C:5]([CH3:9])[C:3]=1[NH2:4].Cl[C:11]1[C:20]2[C:15](=[C:16]([O:23][CH:24]3[CH2:28][CH2:27][CH2:26][CH2:25]3)[C:17]([O:21][CH3:22])=[CH:18][CH:19]=2)[O:14][C:13](=[O:29])[CH:12]=1>>[Cl:1][C:2]1[CH:8]=[CH:7][CH:6]=[C:5]([CH3:9])[C:3]=1[NH:4][C:11]1[C:20]2[C:15](=[C:16]([O:23][CH:24]3[CH2:28][CH2:27][CH2:26][CH2:25]3)[C:17]([O:21][CH3:22])=[CH:18][CH:19]=2)[O:14][C:13](=[O:29])[CH:12]=1. Reported procedure: The title compound was prepared from 2-chloro-6-methylaniline and 4-chloro-8-(cyclopentyloxy)-7-methoxy-2H-chromen-2-one following the procedure outlined in Example 16. 1H NMR (400 MHz, DMSO-d6): δ 9.18 (s, 1H), 7.94 (d, 1H), 7.50 (dd, 1H), 7.42-7.34 (m, 2H), 7.16 (d, 1H), 4.82 (m, 1H), 4.28 (s, 1H), 3.90 (s, 3H), 2.21 (s, 3H), 1.90-1.45 (m, 8H); MS (ESI): 399.9. The reactants are NC1=NNC2=C(C(=CC=C12)C1=CC(=C(C=C1)NC(OC(C)(C)C)=O)F)F (tert-butyl [4-(3-amino-7-fluoro-1H-indazol-6-yl)-2-fluoro -phenyl]carbamate), S1C=C(C=C1)C(=O)Cl (thiophene-3-carbonyl chloride), N1=CC=CC=C1 (pyridine). Reaction conditions: time 18 hour. Product: FC=1C(=CC=C2C(=NNC12)C=1SC=CC1C(=O)N)C1=CC(=C(C=C1)NC(=O)OC(C)(C)C)F ((7-Fluoro-6-{3-fluoro-4-tert-butyloxycarbonylaminophenyl}-1H-indazol-3-yl)thiophene-3-carboxamide). As a reaction SMILES: N[C:2]1[C:10]2[C:5](=[C:6]([F:26])[C:7]([C:11]3[CH:16]=[CH:15][C:14]([NH:17][C:18](=[O:24])[O:19][C:20]([CH3:23])([CH3:22])[CH3:21])=[C:13]([F:25])[CH:12]=3)=[CH:8][CH:9]=2)[NH:4][N:3]=1.[S:27]1[CH:31]=[CH:30][C:29]([C:32](Cl)=[O:33])=[CH:28]1.[N:35]1C=CC=CC=1>>[F:26][C:6]1[C:7]([C:11]2[CH:16]=[CH:15][C:14]([NH:17][C:18]([O:19][C:20]([CH3:23])([CH3:22])[CH3:21])=[O:24])=[C:13]([F:25])[CH:12]=2)=[CH:8][CH:9]=[C:10]2[C:5]=1[NH:4][N:3]=[C:2]2[C:28]1[S:27][CH:31]=[CH:30][C:29]=1[C:32]([NH2:35])=[O:33]. Procedure details: A solution of 1.5 g of tert-butyl [4-(3-amino-7-fluoro-1H-indazol-6-yl)-2-fluoro -phenyl]carbamate in 34 mL of pyridine is admixed at 15° C. with 0.61 g of thiophene-3-carbonyl chloride. The reaction mixture is stirred for 18 h and then poured into distilled water and extracted with ethyl acetate. The organic phase is washed a number of times with distilled water and then with saturated aqueous sodium chloride solution, dried over magnesium sulfate and then concentrated to dryness under reduced ...